Dataset: the Open Reaction Database (ORD), a public repository of structured organic reaction records. Task: describe an organic reaction: reactants, conditions, products, and yield The reactants are CC=1SC2=C(C1)C=CC=C2 (2-methylbenzothiophene), BrN1C(CCC1=O)=O (N-bromosuccinimide), C(C1=CC=CC=C1)(=O)OOC(C1=CC=CC=C1)=O (benzoyl peroxide). The solvent is C(Cl)(Cl)(Cl)Cl (carbon tetrachloride). The product is BrCC=1SC2=C(C1)C=CC=C2 (2-bromomethylbenzothiophene). As a reaction SMILES: [CH3:1][C:2]1[S:3][C:4]2[CH:10]=[CH:9][CH:8]=[CH:7][C:5]=2[CH:6]=1.[Br:11]N1C(=O)CCC1=O.C(OOC(=O)C1C=CC=CC=1)(=O)C1C=CC=CC=1>C(Cl)(Cl)(Cl)Cl>[Br:11][CH2:1][C:2]1[S:3][C:4]2[CH:10]=[CH:9][CH:8]=[CH:7][C:5]=2[CH:6]=1. Procedure details: A mixture of 4 g. (0.026 m.) of 2-methylbenzothiophene, 4.7 g. (0.027 m.) of N-bromosuccinimide, a catalytic amount of benzoyl peroxide and 250 ml. of carbon tetrachloride was stirred under irradiation for 30 minutes. The cooled and filtered mixture was evaporated to give an oily 2-bromomethylbenzothiophene. The product is N[C@@H](CCCNC(N)=N)C(=O)O.C(C)OC1=C(N(C2=CC=C(C=C12)OC)C1=CC=CC=C1)C(=O)NC1=NN=NN1 (3-Ethoxy-5-methoxy-1-phenyl-N-1H-tetrazol-5-yl-1H-indole-2-carboxamide L-arginate salt). Isolated yield 63.6%. The solvent is CO (methanol). RXN SMILES: [CH2:1]([O:3][C:4]1[C:12]2[C:7](=[CH:8][CH:9]=[C:10]([O:13][CH3:14])[CH:11]=2)[N:6]([C:15]2[CH:20]=[CH:19][CH:18]=[CH:17][CH:16]=2)[C:5]=1[C:21]([NH:23][C:24]1[NH:28][N:27]=[N:26][N:25]=1)=[O:22])[CH3:2].[NH2:29][C@H:30]([C:38]([OH:40])=[O:39])[CH2:31][CH2:32][CH2:33][NH:34][C:35](=[NH:37])[NH2:36].C(O)C>CO>[NH2:29][C@H:30]([C:38]([OH:40])=[O:39])[CH2:31][CH2:32][CH2:33][NH:34][C:35](=[NH:36])[NH2:37].[CH2:1]([O:3][C:4]1[C:12]2[C:7](=[CH:8][CH:9]=[C:10]([O:13][CH3:14])[CH:11]=2)[N:6]([C:15]2[CH:20]=[CH:19][CH:18]=[CH:17][CH:16]=2)[C:5]=1[C:21]([NH:23][C:24]1[NH:28][N:27]=[N:26][N:25]=1)=[O:22])[CH3:2] |f:4.5|. Starting materials: C(C)OC1=C(N(C2=CC=C(C=C12)OC)C1=CC=CC=C1)C(=O)NC1=NN=NN1 (3-ethoxy-5-methoxy-1-phenyl-N-1H-tetrazol-5-yl-1H-indole-2-carboxamide), N[C@@H](CCCNC(N)=N)C(=O)O (L-arginine), C(C)O (ethanol). Procedure: Prepared by the procedure described in Example 26 from 2.8 g (0.0074 mole) of 3-ethoxy-5-methoxy-1-phenyl-N-1H-tetrazol-5-yl-1H-indole-2-carboxamide and 1.3 g (0.0075 mole) of L-arginine, except that the solvent was ethanol rather than methanol. There was obtained 2.6 g (63% yield) of the arginine salt product, analytically pure containing 1.0 equivalent of water of hydration, mp 165° C.-dec. Reactants: CC(Cl)Cl, Fc1ccc2c(-c3cccc(OCC4CO4)c3)noc2c1, c1cnc(N2CCNCC2)nc1. The product is OC(COc1cccc(-c2noc3cc(F)ccc23)c1)CN1CCN(c2ncccn2)CC1. Reaction SMILES: [Cl:34][CH:35]([Cl:36])[CH3:37].[F:1][c:2]1[cH:3][c:4]2[c:5]([c:6](-[c:9]3[cH:10][c:11]([O:15][CH2:16][CH:17]4[O:18][CH2:19]4)[cH:12][cH:13][cH:14]3)[n:7][o:8]2)[cH:20][cH:21]1.[N:22]1([c:28]2[n:29][cH:30][cH:31][cH:32][n:33]2)[CH2:23][CH2:24][NH:25][CH2:26][CH2:27]1>>[F:1][c:2]1[cH:3][c:4]2[c:5]([c:6](-[c:9]3[cH:10][c:11]([O:15][CH2:16][CH:17]([OH:18])[CH2:19][N:25]4[CH2:24][CH2:23][N:22]([c:28]5[n:29][cH:30][cH:31][cH:32][n:33]5)[CH2:27][CH2:26]4)[cH:12][cH:13][cH:14]3)[n:7][o:8]2)[cH:20][cH:21]1. Reactants: O=C([O-])[O-], CCOC(C)=O, [Cs+], [Cs+], N#CC(=Cc1cc(F)ccc1[N+](=O)[O-])CC1CCOCC1, Sc1cccc(C2OCCCO2)c1, CN(C)C=O. Product: N#CC(=Cc1cc(Sc2cccc(C3OCCCO3)c2)ccc1[N+](=O)[O-])CC1CCOCC1. As a reaction SMILES: [C:35](=[O:36])([O-:37])[O-:38].[CH3:46][CH2:47][O:48][C:49](=[O:50])[CH3:51].[Cs+:39].[Cs+:40].[F:1][c:2]1[cH:3][cH:4][c:5]([N+:19](=[O:20])[O-:21])[c:6]([CH:8]=[C:9]([C:10]#[N:11])[CH2:12][CH:13]2[CH2:14][CH2:15][O:16][CH2:17][CH2:18]2)[cH:7]1.[O:22]1[CH:23]([c:28]2[cH:29][c:30]([SH:34])[cH:31][cH:32][cH:33]2)[O:24][CH2:25][CH2:26][CH2:27]1.[O:41]=[CH:42][N:43]([CH3:44])[CH3:45]>>[c:2]1([S:34][c:30]2[cH:29][c:28]([CH:23]3[O:22][CH2:27][CH2:26][CH2:25][O:24]3)[cH:33][cH:32][cH:31]2)[cH:3][cH:4][c:5]([N+:19](=[O:20])[O-:21])[c:6]([CH:8]=[C:9]([C:10]#[N:11])[CH2:12][CH:13]2[CH2:14][CH2:15][O:16][CH2:17][CH2:18]2)[cH:7]1. Starting materials: N1=CC=CC=C1 (pyridine), C(C)(=O)OC(C)=O (acetic anhydride), C(=O)(OCC1=CC=CC=C1)N1C[C@@H]2CN(C[C@@H]2C1)C1=C(C=C(C=C1)N1C(O[C@H](C1)CN)=O)F ((S)-[[3-[4-[cis-3-(carbobenzyloxy)-3,7-diazabicyclo[3.3.0]octan-7-yl]-3-fluorophenyl]-2-oxo-5-oxazolidinyl]methyl]amine). The solvent is C(Cl)Cl (methylene chloride), C(Cl)Cl (methylene chloride). Reaction conditions: temperature 0 celsius, time 15 hour. Product: C(=O)(OCC1=CC=CC=C1)N1C[C@@H]2CN(C[C@@H]2C1)C1=C(C=C(C=C1)N1C(O[C@H](C1)CNC(C)=O)=O)F ((S)-N-[[3-[4-[cis-3-(Carbobenzyloxy)-3,7-diazabicyclo[3.3.0]octan-7-yl]-3-fluorophenyl]-2-oxo-5-oxazolidinyl]methyl]acetamide). Reaction SMILES: [C:1]([N:11]1[CH2:18][C@@H:17]2[C@@H:13]([CH2:14][N:15]([C:19]3[CH:24]=[CH:23][C:22]([N:25]4[CH2:29][C@H:28]([CH2:30][NH2:31])[O:27][C:26]4=[O:32])=[CH:21][C:20]=3[F:33])[CH2:16]2)[CH2:12]1)([O:3][CH2:4][C:5]1[CH:10]=[CH:9][CH:8]=[CH:7][CH:6]=1)=[O:2].N1C=CC=CC=1.[C:40](OC(=O)C)(=[O:42])[CH3:41]>C(Cl)Cl>[C:1]([N:11]1[CH2:12][C@@H:13]2[C@@H:17]([CH2:16][N:15]([C:19]3[CH:24]=[CH:23][C:22]([N:25]4[CH2:29][C@H:28]([CH2:30][NH:31][C:40](=[O:42])[CH3:41])[O:27][C:26]4=[O:32])=[CH:21][C:20]=3[F:33])[CH2:14]2)[CH2:18]1)([O:3][CH2:4][C:5]1[CH:6]=[CH:7][CH:8]=[CH:9][CH:10]=1)=[O:2]. Procedure details: To a flame dried flask equipped with a nitrogen inlet is introduced (R)-[3-[4-[cis-3-(carbobenzyloxy)-3,7-diazabicyclo[3.3.0]octan-7-yl]-3-fluorophenyl]-2-oxo-5-oxazolidinyl]methanol (1.75 g, 3.84 mmol) and methylene chloride (100 mL) cooled to 0° C. Triethylamine (0.80 mL, 5.76 mmol) and methanesulfonyl chloride are added, stirred at 0° C. for 2 hours, and warmed to ambient temperature for 1 hour. The reaction is washed with water (30 mL), saturated sodium bicarbonate (30 mL), and saline (30 mL... Reactants: CCc1c[nH]c2ncccc12, CC(C)(C)[O-], [K+], CN(C)C=O. Product: CCc1cn(N)c2ncccc12. RXN SMILES: [CH2:1]([CH3:2])[c:3]1[cH:4][nH:5][c:6]2[n:7][cH:8][cH:9][cH:10][c:11]12.[CH3:12][C:13]([CH3:14])([O-:15])[CH3:16].[K+:17].[O:18]=[CH:19][N:20]([CH3:21])[CH3:22]>>[CH2:1]([CH3:2])[c:3]1[cH:4][n:5]([NH2:20])[c:6]2[n:7][cH:8][cH:9][cH:10][c:11]12.